This data is from the Open Reaction Database (ORD), a public repository of structured organic reaction records. The task is: describe an organic reaction: reactants, conditions, products, and yield The reactants are CC(CO)C (2-methylpropan-1-ol), CN(C)C1=NC=CC=C1 (dimethylaminopyridine), C1(CCCCC1)N=C=NC1CCCCC1 (dicyclohexylcarbodiimide), Compound 47, CCOCC (Ether). Solvent: O1CCCC1 (tetrahydrofuran), CCCCCC (hexane). Reaction conditions: time 3 hour. Yields the product C(=O)(NC1CCCCC1)NC1CCCCC1 (dicylohexylurea). RXN SMILES: CC(C)C[OH:4].CN(C1C=CC=CN=1)C.[CH:15]1([N:21]=[C:22]=[N:23][CH:24]2[CH2:29][CH2:28][CH2:27][CH2:26][CH2:25]2)[CH2:20][CH2:19][CH2:18][CH2:17][CH2:16]1.CCOCC>O1CCCC1.CCCCCC>[C:22]([NH:21][CH:15]1[CH2:16][CH2:17][CH2:18][CH2:19][CH2:20]1)([NH:23][CH:24]1[CH2:29][CH2:28][CH2:27][CH2:26][CH2:25]1)=[O:4]. Reported procedure: Compound 47 (0.45 g., 0.83 mmole) is dissolved in tetrahydrofuran (5 ml.) and 2-methylpropan-1-ol (0.07 g., 0.99 mmole), dimethylaminopyridine (50 mg.), and dicyclohexylcarbodiimide (0.205 g., 0.99 mmole) are added. The mixture is stirred for three hours. Ether (15 ml.) and hexane (5 ml.) are added, the dicylohexylurea formed is filtered off and the solvent is evaporated. The residual oil is purified by chromatography on silica using 2% methanol in ethyl acetate as eluant, to give Compound 48. The reactants are COc1ccc(Cn2nc(C)c3c(Oc4ccc(-c5cnc(Nc6ccc(F)cc6)n(C)c5=O)cc4F)ccnc32)cc1, O=C(O)C(F)(F)F. Product: Cc1n[nH]c2nccc(Oc3ccc(-c4cnc(Nc5ccc(F)cc5)n(C)c4=O)cc3F)c12, O=C(O)C(F)(F)F. As a reaction SMILES: [F:1][c:2]1[cH:3][c:4](-[c:28]2[c:29](=[O:43])[n:30]([CH3:42])[c:31]([NH:34][c:35]3[cH:36][cH:37][c:38]([F:41])[cH:39][cH:40]3)[n:32][cH:33]2)[cH:5][cH:6][c:7]1[O:8][c:9]1[c:10]2[c:11]([n:12][cH:13][cH:14]1)[n:15]([CH2:19][c:20]1[cH:21][cH:22][c:23]([O:24][CH3:25])[cH:26][cH:27]1)[n:16][c:17]2[CH3:18].[F:44][C:45]([C:46](=[O:47])[OH:48])([F:49])[F:50]>>[F:1][c:2]1[cH:3][c:4](-[c:28]2[c:29](=[O:43])[n:30]([CH3:42])[c:31]([NH:34][c:35]3[cH:36][cH:37][c:38]([F:41])[cH:39][cH:40]3)[n:32][cH:33]2)[cH:5][cH:6][c:7]1[O:8][c:9]1[c:10]2[c:11]([n:12][cH:13][cH:14]1)[nH:15][n:16][c:17]2[CH3:18].[F:44][C:45]([C:46](=[O:47])[OH:48])([F:49])[F:50]. Starting materials: O=C1CCC(=O)N1Br, O=C(OOC(=O)c1ccccc1)c1ccccc1, ClC(Cl)(Cl)Cl, Cc1cccc(-c2ccco2)c1. Product: Cc1cccc(-c2ccc(Br)o2)c1. Reaction SMILES: [Br:31][N:32]1[C:33](=[O:34])[CH2:35][CH2:36][C:37]1=[O:38].[C:13]([O:14][O:15][C:16](=[O:17])[c:18]1[cH:19][cH:20][cH:21][cH:22][cH:23]1)(=[O:24])[c:25]1[cH:26][cH:27][cH:28][cH:29][cH:30]1.[C:39]([Cl:40])([Cl:41])([Cl:42])[Cl:43].[CH3:1][c:2]1[cH:3][c:4](-[c:8]2[o:9][cH:10][cH:11][cH:12]2)[cH:5][cH:6][cH:7]1>>[CH3:1][c:2]1[cH:3][c:4](-[c:8]2[o:9][c:10]([Br:31])[cH:11][cH:12]2)[cH:5][cH:6][cH:7]1. The reactants are FC1=CC=C(NC2=C(C(=O)OC(C)(C)C)C=CC(=C2)\C=C\C2=CC(=CC=C2)OC)C=C1 (tert-butyl 2-(4-fluoroanilino)-4-((E)-2-(3-methoxyphenyl)vinyl)benzoate). The solvent is FC(C(=O)O)(F)F (Trifluoroacetic acid). Product: FC1=CC=C(NC2=C(C(=O)O)C=CC(=C2)\C=C\C2=CC(=CC=C2)OC)C=C1 (2-(4-fluoroanilino)-4-((E)-2-(3-methoxyphenyl)vinyl)benzoic acid). RXN SMILES: [F:1][C:2]1[CH:31]=[CH:30][C:5]([NH:6][C:7]2[CH:19]=[C:18](/[CH:20]=[CH:21]/[C:22]3[CH:27]=[CH:26][CH:25]=[C:24]([O:28][CH3:29])[CH:23]=3)[CH:17]=[CH:16][C:8]=2[C:9]([O:11]C(C)(C)C)=[O:10])=[CH:4][CH:3]=1>FC(F)(F)C(O)=O>[F:1][C:2]1[CH:3]=[CH:4][C:5]([NH:6][C:7]2[CH:19]=[C:18](/[CH:20]=[CH:21]/[C:22]3[CH:27]=[CH:26][CH:25]=[C:24]([O:28][CH3:29])[CH:23]=3)[CH:17]=[CH:16][C:8]=2[C:9]([OH:11])=[O:10])=[CH:30][CH:31]=1. Reported procedure: Trifluoroacetic acid 10 mL solution of the obtained tert-butyl 2-(4-fluoroanilino)-4-((E)-2-(3-methoxyphenyl)vinyl)benzoate was stirred at room temperature for 1 hour. The solvent was removed under reduced pressure, and ethyl acetate and saturated sodium thiosulfate aqueous solution were added to the obtained residue. The organic layer was separated and collected,dried over anhydrous magnesium sulfate after washing with saturated sodium chloride aqueous solution, and the solvent was removed unde... The reactants are CCN(CC=CC#CC(O)(C(F)(F)F)C(F)(F)F)CCOCCOc1cccc(-c2ccsc2)c1, COS(=O)(=O)OC, CN(C)C=O, [H-], [Na+]. The product is CCN(CC=CC#CC(OC)(C(F)(F)F)C(F)(F)F)CCOCCOc1cccc(-c2ccsc2)c1. Reaction SMILES: [CH2:1]([CH3:2])[N:3]([CH2:4][CH:5]=[CH:6][C:7]#[C:8][C:9]([C:10]([F:11])([F:12])[F:13])([OH:14])[C:15]([F:16])([F:17])[F:18])[CH2:19][CH2:20][O:21][CH2:22][CH2:23][O:24][c:25]1[cH:26][c:27](-[c:31]2[cH:32][s:33][cH:34][cH:35]2)[cH:28][cH:29][cH:30]1.[CH3:38][O:39][S:40]([O:41][CH3:42])(=[O:43])=[O:44].[CH3:45][N:46]([CH3:47])[CH:48]=[O:49].[H-:36].[Na+:37]>>[CH2:1]([CH3:2])[N:3]([CH2:4][CH:5]=[CH:6][C:7]#[C:8][C:9]([C:10]([F:11])([F:12])[F:13])([O:14][CH3:38])[C:15]([F:16])([F:17])[F:18])[CH2:19][CH2:20][O:21][CH2:22][CH2:23][O:24][c:25]1[cH:26][c:27](-[c:31]2[cH:32][s:33][cH:34][cH:35]2)[cH:28][cH:29][cH:30]1. Starting materials: FC(COS(=O)(=O)C(F)(F)F)(F)F (trifluoromethanesulfonic acid 2,2,2-trifluoroethyl ester), ClC1=CC=C(C=C1)C=1C(=NN2C1N=CC=C2O)C2=C(C=CC=C2)Cl (3-(4-chlorophenyl)-2-(2-chlorophenyl)-pyrazolo[1,5-a]pyrimidin-7-ol), C(=O)([O-])[O-].[Cs+].[Cs+] (Cs2CO3). Solvent: CN(C)C=O (DMF), CN(C)C=O (DMF). Conditions: temperature 60 celsius, time 8 hour. The product is ClC1=CC=C(C=C1)C=1C(=NN2C1N=CC=C2OCC(F)(F)F)C2=C(C=CC=C2)Cl (3-(4-Chlorophenyl)-2-(2-chlorophenyl)-7-(2,2,2-trifluoroethoxy)-pyrazolo[1,5-a]pyrimidine). RXN SMILES: [Cl:1][C:2]1[CH:7]=[CH:6][C:5]([C:8]2[C:9]([C:18]3[CH:23]=[CH:22][CH:21]=[CH:20][C:19]=3[Cl:24])=[N:10][N:11]3[C:16]([OH:17])=[CH:15][CH:14]=[N:13][C:12]=23)=[CH:4][CH:3]=1.C([O-])([O-])=O.[Cs+].[Cs+].[F:31][C:32]([F:43])([F:42])[CH2:33]OS(C(F)(F)F)(=O)=O>CN(C=O)C>[Cl:1][C:2]1[CH:3]=[CH:4][C:5]([C:8]2[C:9]([C:18]3[CH:23]=[CH:22][CH:21]=[CH:20][C:19]=3[Cl:24])=[N:10][N:11]3[C:16]([O:17][CH2:33][C:32]([F:43])([F:42])[F:31])=[CH:15][CH:14]=[N:13][C:12]=23)=[CH:6][CH:7]=1 |f:1.2.3|. Procedure: To a mixture of 3-(4-chlorophenyl)-2-(2-chlorophenyl)-pyrazolo[1,5-a]pyrimidin-7-ol (I-12A-1a; 65 mg, 0.18 mmol) and Cs2CO3 (59 mg, 0.18 mmol) in DMF (1.5 ml) was added a DMF solution (0.1 ml) of trifluoromethanesulfonic acid 2,2,2-trifluoroethyl ester (42 mg, 0.18 mmol). After stirring at 60° C. overnight, the mixture was extracted from pH 7 water with ethyl acetate. The combined organic layers were washed with brine, dried (MgSO4) and then concentrated, in vacuo, to afford the crude product. P... The reactants are S(=O)(=O)(OC)OC (dimethyl sulphate), CC(C1=CC=CC=C1)N.C(C)(=O)OS(=O)C(C1=CC=CC=C1)C1=CC=CC=C1 ((−)-α-methylbenzylamine (−)-benzhydrylsulphinyl acetate), C(C1=CC=CC=C1)(C1=CC=CC=C1)S(=O)CC(=O)O ((−)-benzhydrylsulphinylacetic acid), amide, N (ammonia). The product is C=1C=CC(=CC1)C(C=2C=CC=CC2)[S+](CC(=O)N)[O-] (modafinil), C1=CC=C(C=C1)C(C2=CC=CC=C2)S(=O)CC(=O)O (modafinil acid). As a reaction SMILES: CC([NH2:9])C1C=CC=CC=1.C(OS(C(C1C=CC=CC=1)C1C=CC=CC=1)=O)(=O)C.[CH:29]([S:42]([CH2:44][C:45]([OH:47])=[O:46])=[O:43])([C:36]1[CH:41]=[CH:40][CH:39]=[CH:38][CH:37]=1)[C:30]1[CH:35]=[CH:34][CH:33]=[CH:32][CH:31]=1.S(OC)(OC)(=O)=O.N>>[CH:33]1[CH:32]=[CH:31][C:30]([CH:29]([S+:42]([O-:43])[CH2:44][C:45]([NH2:9])=[O:47])[C:36]2[CH:41]=[CH:40][CH:39]=[CH:38][CH:37]=2)=[CH:35][CH:34]=1.[CH:39]1[CH:40]=[CH:41][C:36]([CH:29]([S:42]([CH2:44][C:45]([OH:47])=[O:46])=[O:43])[C:30]2[CH:35]=[CH:34][CH:33]=[CH:32][CH:31]=2)=[CH:37][CH:38]=1 |f:0.1|. Procedure: The (−)-α-methylbenzylamine-(−)-benzhydrylsulphinyl acetate is then converted to (−)-benzhydrylsulphinylacetic acid by acid hydrolysis. The latter is esterified in the presence of dimethyl sulphate and then converted to amide in the presence of ammonia (gas). The (−) or I (laevorotatory) enantiomer of modafinil is obtained through this process with an overall yield of 5.7% in relation to the (±) modafinil acid, calculated on the basis of the yields corresponding to each stage. Starting materials: C(CCC)[Li] (n-Butyllithium), N1(N=CC=C1)C1=CC=C(CC=2C(=NC3=C(C=C(C=C3C2Cl)Br)C)OC)C=C1 (3-(4-(1H-pyrazol-1-yl)benzyl)-6-bromo-4-chloro-2-methoxy-8-methylquinoline), N1(N=CC=C1)C1=CC=C(CC=2C(=NC3=C(C=C(C=C3C2Cl)Br)C)OC)C=C1 (3-(4-(1H-pyrazol-1-yl)benzyl)-6-bromo-4-chloro-2-methoxy-8-methylquinoline), CN1C=NC=C1C(=O)C=1C=NC(=CC1)C(F)(F)F ((1-methyl-1H-imidazol-5-yl)(6-(trifluoromethyl)pyridin-3-yl)methanone), CN1C=NC=C1C(=O)C=1C=NC(=CC1)C(F)(F)F ((1-methyl-1H-imidazol-5-yl)(6-(trifluoromethyl)pyridin-3-yl)methanone). Run in C1CCOC1 (THF). Run at temperature 0 celsius, time 10 minute. Yields the product N1(N=CC=C1)C1=CC=C(CC=2C(=NC3=C(C=C(C=C3C2Cl)C(O)(C=2C=NC(=CC2)C(F)(F)F)C2=CN=CN2C)C)OC)C=C1 ((3-(4-(1H-Pyrazol-1-yl)benzyl)-4-chloro-2-methoxy-8-methylquinolin-6-yl)(1-methyl-1H-imidazol-5-yl)(6-(trifluoromethyl)pyridin-3-yl)methanol). Reaction SMILES: C([Li])CCC.[N:6]1([C:11]2[CH:32]=[CH:31][C:14]([CH2:15][C:16]3[C:17]([O:29][CH3:30])=[N:18][C:19]4[C:24]([C:25]=3[Cl:26])=[CH:23][C:22](Br)=[CH:21][C:20]=4[CH3:28])=[CH:13][CH:12]=2)[CH:10]=[CH:9][CH:8]=[N:7]1.[CH3:33][N:34]1[C:38]([C:39]([C:41]2[CH:42]=[N:43][C:44]([C:47]([F:50])([F:49])[F:48])=[CH:45][CH:46]=2)=[O:40])=[CH:37][N:36]=[CH:35]1>C1COCC1>[N:6]1([C:11]2[CH:32]=[CH:31][C:14]([CH2:15][C:16]3[C:17]([O:29][CH3:30])=[N:18][C:19]4[C:24]([C:25]=3[Cl:26])=[CH:23][C:22]([C:39]([C:38]3[N:34]([CH3:33])[CH:35]=[N:36][CH:37]=3)([C:41]3[CH:42]=[N:43][C:44]([C:47]([F:49])([F:48])[F:50])=[CH:45][CH:46]=3)[OH:40])=[CH:21][C:20]=4[CH3:28])=[CH:13][CH:12]=2)[CH:10]=[CH:9][CH:8]=[N:7]1. Procedure: n-Butyllithium (1.6 M in hexane; 1.84 mL, 2.936 mmol) was added dropwise to a suspension of the 3-(4-(1H-pyrazol-1-yl)benzyl)-6-bromo-4-chloro-2-methoxy-8-methylquinoline (1 g, 2.26 mmol, Intermediate 19: step b) and (1-methyl-1H-imidazol-5-yl)(6-(trifluoromethyl)pyridin-3-yl)methanone (0.63 g, 2.49 mmol, Intermediate 36: step c) in dry THF (23 mL) at −78° C. over a 2 minute period. After complete addition stirring was continued at −78° C. for 10 minutes then warmed in an ice bath to 0° C. The m... The reactants are ClC=1C=C(C(NC1)=O)NC1=NC=C(C=C1)N1[C@H](CN(CC1)C1COC1)C ((S)-5-Chloro-3-(5-(2-methyl-4-(oxetan-3-yl)piperazin-1-yl)pyridin-2-ylamino)pyridin-2(1H)-one), C(C)(=O)OCC=1C(=NC=CC1B1OC(C(O1)(C)C)(C)C)N1C(C2=C(C=C(C=C2C=N1)C(C)(C)C)F)=O ((2-(6-tert-butyl-8-fluoro-1-oxophthalazin-2(1H)-yl)-4-(4,4,5,5-tetramethyl-1,3,2-dioxaborolan-2-yl)pyridin-3-yl)methyl acetate), C1CCC(CC1)P(C2CCCCC2)C3CCCCC3 (P(cy)3), C(=O)([O-])[O-].[Cs+].[Cs+] (Cs2CO3). The reagents and catalysts are C=1C=CC(=CC1)/C=C/C(=O)/C=C/C2=CC=CC=C2.C=1C=CC(=CC1)/C=C/C(=O)/C=C/C2=CC=CC=C2.C=1C=CC(=CC1)/C=C/C(=O)/C=C/C2=CC=CC=C2.[Pd].[Pd] (Pd2(dba)3). The solvent is O (water), O1CCOCC1 (dioxane). Conditions: temperature 120 celsius. The product is C(C)(C)(C)C=1C=C2C=NN(C(C2=C(C1)F)=O)C1=NC=CC(=C1CO)C1=CNC(C(=C1)NC1=NC=C(C=C1)N1[C@H](CN(CC1)C1COC1)C)=O ((S)-6-tert-Butyl-8-fluoro-2-(3-(hydroxymethyl)-4-(5-(5-(2-methyl-4-(oxetan-3-yl)piperazin-1-yl)pyridin-2-ylamino)-6-oxo-1,6-dihydropyridin-3-yl)pyridin-2-yl) phthalazin-1(2H)-one). Yield: 18.0%. As a reaction SMILES: Cl[C:2]1[CH:3]=[C:4]([NH:9][C:10]2[CH:15]=[CH:14][C:13]([N:16]3[CH2:21][CH2:20][N:19]([CH:22]4[CH2:25][O:24][CH2:23]4)[CH2:18][C@@H:17]3[CH3:26])=[CH:12][N:11]=2)[C:5](=[O:8])[NH:6][CH:7]=1.C([O:30][CH2:31][C:32]1[C:33]([N:47]2[N:56]=[CH:55][C:54]3[C:49](=[C:50]([F:61])[CH:51]=[C:52]([C:57]([CH3:60])([CH3:59])[CH3:58])[CH:53]=3)[C:48]2=[O:62])=[N:34][CH:35]=[CH:36][C:37]=1B1OC(C)(C)C(C)(C)O1)(=O)C.C1CCC(P(C2CCCCC2)C2CCCCC2)CC1.C([O-])([O-])=O.[Cs+].[Cs+]>C1C=CC(/C=C/C(/C=C/C2C=CC=CC=2)=O)=CC=1.C1C=CC(/C=C/C(/C=C/C2C=CC=CC=2)=O)=CC=1.C1C=CC(/C=C/C(/C=C/C2C=CC=CC=2)=O)=CC=1.[Pd].[Pd].O.O1CCOCC1>[C:57]([C:52]1[CH:53]=[C:54]2[C:49](=[C:50]([F:61])[CH:51]=1)[C:48](=[O:62])[N:47]([C:33]1[C:32]([CH2:31][OH:30])=[C:37]([C:2]3[CH:3]=[C:4]([NH:9][C:10]4[CH:15]=[CH:14][C:13]([N:16]5[CH2:21][CH2:20][N:19]([CH:22]6[CH2:25][O:24][CH2:23]6)[CH2:18][C@@H:17]5[CH3:26])=[CH:12][N:11]=4)[C:5](=[O:8])[NH:6][CH:7]=3)[CH:36]=[CH:35][N:34]=1)[N:56]=[CH:55]2)([CH3:60])([CH3:58])[CH3:59] |f:3.4.5,6.7.8.9.10|. Procedure: A sealed tube equipped with a magnetic stirrer was charged with 138c (150 mg, 0.40 mmol), 3-(acetoxymethyl)-2-(6-tert-butyl-8-fluoro-1-oxophthalazin-2(1H)-yl)pyridin-4-ylboronic acid 116c (495.6 mg, 1.2 mmol), Pd2(dba)3 (36.6 mg, 0.040 mmol), P(cy)3(44.6 mg, 0.16 mmol), Cs2CO3 (391.2 mg, 1.2 mmol), dioxane (8 mL), and water (0.2 mL). After three cycles of vacuum/argon flush, the mixture was heated at 120° C. for 4 h. After this time the reaction was cooled to room temperature. It was then filter... Starting materials: N#CC(C(=O)O)C(=O)c1nn(-c2ccccc2)c2c1COc1ccccc1-2, Nc1ccccc1, Cc1ccccc1C. The product is N#CC(C(=O)Nc1ccccc1)C(=O)c1nn(-c2ccccc2)c2c1COc1ccccc1-2. Reaction SMILES: [C:1](#[N:2])[CH:3]([C:4](=[O:5])[OH:6])[C:7](=[O:8])[c:9]1[c:10]2[c:11]([n:12](-[c:14]3[cH:15][cH:16][cH:17][cH:18][cH:19]3)[n:13]1)-[c:20]1[c:21]([cH:24][cH:25][cH:26][cH:27]1)[O:22][CH2:23]2.[NH2:28][c:29]1[cH:30][cH:31][cH:32][cH:33][cH:34]1.[c:35]1([CH3:36])[c:37]([CH3:38])[cH:39][cH:40][cH:41][cH:42]1>>[C:1](#[N:2])[CH:3]([C:4](=[O:5])[NH:28][c:29]1[cH:30][cH:31][cH:32][cH:33][cH:34]1)[C:7](=[O:8])[c:9]1[c:10]2[c:11]([n:12](-[c:14]3[cH:15][cH:16][cH:17][cH:18][cH:19]3)[n:13]1)-[c:20]1[c:21]([cH:24][cH:25][cH:26][cH:27]1)[O:22][CH2:23]2.